From a dataset of the Open Reaction Database (ORD), a public repository of structured organic reaction records. describe an organic reaction: reactants, conditions, products, and yield Starting materials: COC1=CC2=C(N(C=N2)C2=NC3=C(C=CC=C3C=C2)OCC=O)C=C1 ([2-(5-Methoxy-benzoimidazol-1-yl)-quinolin-8-yloxy]-acetaldehyde), CC(=O)O (AcOH), solution, CN (methylamine), [BH-](OC(=O)C)(OC(=O)C)OC(=O)C.[Na+] (Na(OAc)3BH). The solvent is CO (MeOH), ClCCCl (DCE). Run at time 8 hour. Product: CO.CCOC(=O)C.[NH4+].[OH-] (MeOH EtOAc NH4OH), title compound 135. As a reaction SMILES: [CH3:1][O:2]C1C=CC2[N:7](C3C=CC4[C:12](=[C:13]([O:20][CH2:21][CH:22]=O)C=CC=4)N=3)C=NC=2C=1.CC(O)=[O:28].CN.[BH-](OC(C)=O)(OC(C)=O)[O:33]C(C)=O.[Na+]>CO.ClCCCl>[CH3:1][OH:2].[CH3:22][CH2:21][O:20][C:13]([CH3:12])=[O:28].[NH4+:7].[OH-:33] |f:3.4,7.8.9.10|. Procedure details: [2-(5-Methoxy-benzoimidazol-1-yl)-quinolin-8-yloxy]-acetaldehyde 135A (214 mg, 064 mMol), 400 μL of AcOH, 1.6 mL of a solution of 2 M methylamine in MeOH and Na(OAc)3BH (204, 0.96 mMol) were added to 3 mL of DCE under an atmosphere of dry N2. The reaction mixture was stirred overnight at ambient temperature after which time it was partitioned between DCM and aqueous 1 N NaOH. The DCM layer was washed 2 more times with aqueous 1 N NaOH, then with brine, dried over Na2SO4, filtered and concentrate... Reaction SMILES: [CH2:1]([C@:3]12[CH2:11][CH2:10][C@@H:9]3[C:12]4[CH:13]=[CH:14][C:15]([O:20]C)=[CH:16][C:17]=4[CH2:18][CH2:19][C@H:8]3[C@@H:7]1[CH2:6][CH2:5][C@:4]2([C:26](=[O:28])[CH3:27])OC(=O)C)[CH3:2].[Li].N.CO>O1CCOCC1>[CH2:1]([C@:3]12[CH2:11][CH2:10][C@@H:9]3[C@@H:12]4[C:17]([CH2:18][CH2:19][C@H:8]3[C@@H:7]1[CH2:6][CH2:5][C@@H:4]2[C:26](=[O:28])[CH3:27])=[CH:16][C:15](=[O:20])[CH2:14][CH2:13]4)[CH3:2] |^1:28|. Isolated yield 36.7%. The product is C(C)[C@]12[C@H](CC[C@H]2[C@H]2[C@H](CC1)[C@H]1CCC(C=C1CC2)=O)C(C)=O (13β-Ethyl-17β-acetylgon-4-en-3-one). Conditions: time 30 minute. Procedure details: Add 13β-ethyl-3-methoxy-17α-acetyl-17β-acetoxy-gona-1,3,5(10)-triene (0.24 g.) in dioxan (5 cc.) to a stirred solution of lithium (0.15 g.) in liquid ammonia (100 cc.). After 30 minutes and methanol (8 cc.) followed by lithium (0.5 g.) in small pieces. Add water, extract with ether and work up to a gum (0.218 g.). Reflux this product with 4N hydrochloric acid (5 cc.) and methanol (8 cc.) for 15 minutes. Add water, extract with ether, work up and dissolve the resulting gum in acetone (30 cc.) con... Starting materials: C(C)[C@]12[C@](CC[C@H]2[C@H]2[C@H](CC1)C=1C=CC(=CC1CC2)OC)(OC(C)=O)C(C)=O (13β-ethyl-3-methoxy-17α-acetyl-17β-acetoxy-gona-1,3,5(10)-triene), [Li] (lithium), N (ammonia), CO (methanol), [Li] (lithium). The solvent is O1CCOCC1 (dioxan). Reactants: C1(CCCCC1)N=C=NC1CCCCC1 (dicyclohexylcarbodiimide), O=C1CC(CS1)C(=O)O (tetrahydro-5-oxo-3-thiophenecarboxylic acid), CO (methanol). Reagents/catalysts: CN(C)C1=NC=CC=C1 (dimethylaminopyridine). The solvent is C(C)OCC (diethyl ether). Run at time 4 hour. Product: COC(=O)C1CSC(C1)=O (tetrahydro-5-oxo-3-thiophenecarboxylic acid methyl ester). The yield is 85.3%. RXN SMILES: [CH:1]1(N=C=NC2CCCCC2)CCCCC1.[O:16]=[C:17]1[S:21][CH2:20][CH:19]([C:22]([OH:24])=[O:23])[CH2:18]1.CO>C(OCC)C.CN(C1C=CC=CN=1)C>[CH3:1][O:23][C:22]([CH:19]1[CH2:18][C:17](=[O:16])[S:21][CH2:20]1)=[O:24]. Procedure details: 225 g (1.09 mol) of dicyclohexylcarbodiimide (DCC) are added in portions, while cooling with ice, to a solution of 160 g (1.095 mol) of tetrahydro-5-oxo-3-thiophenecarboxylic acid, 70 g (2.19 mol) of methanol and 4 g (32.8 mmol) of dimethylaminopyridine (DMAP) in 2.5 litres of diethyl ether. After 4 hours' stirring at room temperature, the dicyclohexylurea is filtered off and the filtrate is extracted with 500 ml of 2N hydrochloric acid and 500 ml of saturated sodium hydrogen carbonate solution,... Starting materials: C(CCC)[N+](CCCC)(CCCC)CCCC.C(C)(C)(C)OC(=O)N[C@@H]1C(N(C1)S(=O)(=O)[O-])=O ((S)-3-[(t-Butoxycarbonyl)amino]-2-oxo-1-azetidinesulfonic acid, tetra-n-butylammonium salt). Solvent: C(=O)O (formic acid), C(Cl)Cl (methylene chloride). Run at time 4 hour. The product is N[C@@H]1C(N(C1)S(=O)(=O)O)=O ((S)-3-Amino-2-oxo-1-azetidinesulfonic acid). The yield is 51.9%. Reaction SMILES: C([N+](CCCC)(CCCC)CCCC)CCC.C(OC([NH:25][C@H:26]1[CH2:29][N:28]([S:30]([O-:33])(=[O:32])=[O:31])[C:27]1=[O:34])=O)(C)(C)C>C(O)=O.C(Cl)Cl>[NH2:25][C@H:26]1[CH2:29][N:28]([S:30]([OH:33])(=[O:32])=[O:31])[C:27]1=[O:34] |f:0.1|. Procedure: (S)-3-[(t-Butoxycarbonyl)amino]-2-oxo-1-azetidinesulfonic acid, tetra-n-butylammonium salt (3.06 g) is dissolved in 18 ml of 97% formic acid, stirred for 4 hours, diluted with methylene chloride, filtered, washed and dried to give 0.52 g of the title compound; melting point 208°-210° C., dec.; [α]D21 =-39.9[c=2, water]. Reactants: C(#N)C1=C(C=CC=C1)C1=CC=C(C=C1)CN1C(N(C(C2=C1SC(=C2)CC)=O)C(C(=O)OC)C)=O (methyl 2-[1-[(2′-cyanobiphenyl-4-yl)methyl]-6-ethyl-2,4-dioxo-1,4-dihydrothieno[2,3-d]pyrimidin-3(2H)-yl]propanoate), CN1CCOCC1 (N-methylmorpholine), C(OCC)(=O)Cl (ethyl chlorocarbonate), [BH4-].[Na+] (sodium borohydride). Solvent: O1CCCC1 (tetrahydrofuran), CO (methanol). Run at temperature -15 celsius, time 2 hour. The product is C(C)C1=CC2=C(N(C(N(C2=O)C(CO)C)=O)CC2=CC=C(C=C2)C=2C(=CC=CC2)C#N)S1 (4′-{[6-ethyl-3-(2-hydroxy-1-methylethyl)-2,4-dioxo-3,4-dihydrothieno[2,3-d]pyrimidin-1(2H)-yl]methyl}biphenyl-2-carbonitrile). Isolated yield 70.9%. As a reaction SMILES: [C:1]([C:3]1[CH:8]=[CH:7][CH:6]=[CH:5][C:4]=1[C:9]1[CH:14]=[CH:13][C:12]([CH2:15][N:16]2[C:21]3[S:22][C:23]([CH2:25][CH3:26])=[CH:24][C:20]=3[C:19](=[O:27])[N:18]([CH:28]([CH3:33])[C:29](OC)=[O:30])[C:17]2=[O:34])=[CH:11][CH:10]=1)#[N:2].CN1CCOCC1.C(Cl)(=O)OCC.[BH4-].[Na+]>CO.O1CCCC1>[CH2:25]([C:23]1[S:22][C:21]2[N:16]([CH2:15][C:12]3[CH:13]=[CH:14][C:9]([C:4]4[C:3]([C:1]#[N:2])=[CH:8][CH:7]=[CH:6][CH:5]=4)=[CH:10][CH:11]=3)[C:17](=[O:34])[N:18]([CH:28]([CH3:33])[CH2:29][OH:30])[C:19](=[O:27])[C:20]=2[CH:24]=1)[CH3:26] |f:3.4|. Reported procedure: To a mixture of methyl 2-[1-[(2′-cyanobiphenyl-4-yl)methyl]-6-ethyl-2,4-dioxo-1,4-dihydrothieno[2,3-d]pyrimidin-3(2H)-yl]propanoate (3 g), N-methylmorpholine (0.86 mL) and tetrahydrofuran (50 mL) was added ethyl chlorocarbonate (0.75 mL) at 0° C., and the mixture was stirred at the same temperature for 2 hr. The reaction mixture was cooled to −15° C., sodium borohydride (0.74 g) and methanol (12 mL) were added, and the mixture was allowed to gradually warm to room temperature. The reaction mixtu... Starting materials: O=C(Cl)c1ccncc1, O=C([O-])[O-], COc1ccc(S(=O)(=O)N2CCc3cccc(N)c32)cc1, CC#N, Cl, [Cs+], [Cs+]. Yields the product COc1ccc(S(=O)(=O)N2CCc3cccc(NC(=O)c4ccncc4)c32)cc1. RXN SMILES: [C:23]([c:24]1[cH:25][cH:26][n:27][cH:28][cH:29]1)(=[O:30])[Cl:31].[C:32](=[O:33])([O-:34])[O-:35].[CH3:1][O:2][c:3]1[cH:4][cH:5][c:6]([S:9](=[O:10])(=[O:11])[N:12]2[CH2:13][CH2:14][c:15]3[cH:16][cH:17][cH:18][c:19]([NH2:21])[c:20]32)[cH:7][cH:8]1.[CH3:38][C:39]#[N:40].[ClH:22].[Cs+:36].[Cs+:37]>>[CH3:1][O:2][c:3]1[cH:4][cH:5][c:6]([S:9](=[O:10])(=[O:11])[N:12]2[CH2:13][CH2:14][c:15]3[cH:16][cH:17][cH:18][c:19]([NH:21][C:23]([c:24]4[cH:25][cH:26][n:27][cH:28][cH:29]4)=[O:30])[c:20]32)[cH:7][cH:8]1.